From a dataset of the Open Reaction Database (ORD), a public repository of structured organic reaction records. describe an organic reaction: reactants, conditions, products, and yield Starting materials: ClC=1C=C(C=CC1Cl)C1=NC=2N(C(=C1)C(F)(F)F)N=CC2C#C (5-(3,4-dichloro-phenyl)-3-ethynyl-7-trifluoromethyl-pyrazolo[1,5-a]pyrimidine), OCC(C)(CO)NS(=O)(=O)C=1C=NC=C(C1)Br (5-bromo-pyridine-3-sulfonic acid (2-hydroxy-1-hydroxymethyl-1-methyl-ethyl)-amide). Product: OCC(C)(CO)NS(=O)(=O)C=1C=NC=C(C1)C#CC=1C=NN2C1N=C(C=C2C(F)(F)F)C2=CC(=C(C=C2)Cl)Cl (5-[5-(3,4-Dichloro-phenyl)-7-trifluoromethyl-pyrazolo[1,5-a]pyrimidin-3-ylethynyl]-pyridine-3-sulfonic acid (2-hydroxy-1-hydroxymethyl-1-methyl-ethyl)-amide), solid. The yield is 16.0%. As a reaction SMILES: [Cl:1][C:2]1[CH:3]=[C:4]([C:9]2[CH:14]=[C:13]([C:15]([F:18])([F:17])[F:16])[N:12]3[N:19]=[CH:20][C:21]([C:22]#[CH:23])=[C:11]3[N:10]=2)[CH:5]=[CH:6][C:7]=1[Cl:8].[OH:24][CH2:25][C:26]([NH:30][S:31]([C:34]1[CH:35]=[N:36][CH:37]=[C:38](Br)[CH:39]=1)(=[O:33])=[O:32])([CH2:28][OH:29])[CH3:27]>>[OH:24][CH2:25][C:26]([NH:30][S:31]([C:34]1[CH:35]=[N:36][CH:37]=[C:38]([C:23]#[C:22][C:21]2[CH:20]=[N:19][N:12]3[C:13]([C:15]([F:16])([F:17])[F:18])=[CH:14][C:9]([C:4]4[CH:5]=[CH:6][C:7]([Cl:8])=[C:2]([Cl:1])[CH:3]=4)=[N:10][C:11]=23)[CH:39]=1)(=[O:33])=[O:32])([CH2:28][OH:29])[CH3:27]. Procedure: The title compound was prepared from 5-(3,4-dichloro-phenyl)-3-ethynyl-7-trifluoromethyl-pyrazolo[1,5-a]pyrimidine (example C.9) (89 mg, 0.25 mmol) and 5-bromo-pyridine-3-sulfonic acid (2-hydroxy-1-hydroxymethyl-1-methyl-ethyl)-amide (Example B.4) (81 mg, 0.25 mmol) according to general procedure II. Obtained as a yellow solid (24 mg, 16%). MS (ISN) 598.2 [(M−H)−]. The reactants are COCCOCCCN (3-(2-methoxyethoxy)propylamine), NC1=C2C(=C(C=3C(C4=CC=CC=C4C(C13)=O)=O)N)C(NC2=O)=O (1,4-diaminoanthraquinone-2,3-dicarboximide), N (NH3). Run at temperature 40 celsius. Yields the product COCCOCCCN1C(=O)C2=C(C=3C(C4=CC=CC=C4C(C3C(=C2C1=O)N)=O)=O)N (N-[3-(2-methoxyethoxy)propyl]-1,4-diaminoanthraquinone-2,3-dicarboximide). Isolated yield 126.6%. Reaction SMILES: [CH3:1][O:2][CH2:3][CH2:4][O:5][CH2:6][CH2:7][CH2:8][NH2:9].[NH2:10][C:11]1[C:24]2[C:23](=[O:25])[C:22]3[C:17](=[CH:18][CH:19]=[CH:20][CH:21]=3)[C:16](=[O:26])[C:15]=2[C:14]([NH2:27])=[C:13]2[C:28](=[O:32])N[C:30](=[O:31])[C:12]=12.N>>[CH3:1][O:2][CH2:3][CH2:4][O:5][CH2:6][CH2:7][CH2:8][N:9]1[C:28](=[O:32])[C:13]2[C:12](=[C:11]([NH2:10])[C:24]3[C:23](=[O:25])[C:22]4[C:17]([C:16](=[O:26])[C:15]=3[C:14]=2[NH2:27])=[CH:18][CH:19]=[CH:20][CH:21]=4)[C:30]1=[O:31]. Procedure details: 477.2 g of 3-(2-methoxyethoxy)propylamine are charged to a 750 ml sulfonating flask equipped with paddle stirrer and heated to 40° C. With stirring, 141.2 g of 1,4-diaminoanthraquinone-2,3-dicarboximide are added over 11/4 hours. The ensuing reaction is slightly exothermic, with evolution of NH3. The reaction mixture is heated to 40° C. and further stirred at this temperature for 2 hours. The suspension is then cooled to 20° C. and stirred for a further hour at this temperature and filtered with...